This data is from the Open Reaction Database (ORD), a public repository of structured organic reaction records. The task is: describe an organic reaction: reactants, conditions, products, and yield The product is CCOc1nc(Br)cnc1N. As a reaction SMILES: [CH3:11][CH2:12][O-:13].[CH3:14][CH2:15][OH:16].[NH2:1][c:2]1[n:3][cH:4][c:5]([Br:9])[n:6][c:7]1[Br:8].[Na+:10]>>[NH2:1][c:2]1[n:3][cH:4][c:5]([Br:9])[n:6][c:7]1[O:13][CH2:12][CH3:11]. Starting materials: CC[O-], CCO, Nc1ncc(Br)nc1Br, [Na+]. Starting materials: CCOCOCC, CC1C(C)(C)C2CCCC(O)C2C1(C)C, Cc1ccccc1. Product: CCOCOC1CCCC2C1C(C)(C)C(C)C2(C)C. RXN SMILES: [CH2:16]([CH3:17])[O:18][CH2:19][O:20][CH2:21][CH3:22].[CH3:1][C:2]1([CH3:15])[CH:3]([CH3:14])[C:4]([CH3:12])([CH3:13])[CH:5]2[CH:6]([OH:11])[CH2:7][CH2:8][CH2:9][CH:10]12.[CH3:23][c:24]1[cH:25][cH:26][cH:27][cH:28][cH:29]1>>[CH3:1][C:2]1([CH3:15])[CH:3]([CH3:14])[C:4]([CH3:12])([CH3:13])[CH:5]2[CH:6]([O:11][CH2:19][O:18][CH2:16][CH3:17])[CH2:7][CH2:8][CH2:9][CH:10]12.